From a dataset of the Open Reaction Database (ORD), a public repository of structured organic reaction records. describe an organic reaction: reactants, conditions, products, and yield Starting materials: NC=1C=CC(=C(C1)[C@]1(N=C(OC(C1(F)F)(C)C)N)C)F ((R)-4-(5-amino-2-fluoro-phenyl)-5,5-difluoro-4,6,6-trimethyl-5,6-dihydro-4H-[1,3]oxazin-2-ylamine), CC=1N=CC(=NC1)C(=O)O (5-methyl-pyrazine-2-carboxylic acid). Yields the product NC=1OC(C([C@@](N1)(C)C=1C=C(C=CC1F)NC(=O)C1=NC=C(N=C1)C)(F)F)(C)C (5-Methyl-pyrazine-2-carboxylic acid [3-((R)-2-amino-5,5-difluoro-4,6,6-trimethyl-5,6-dihydro-4H-[1,3]oxazin-4-yl)-4-fluoro-phenyl]-amide). As a reaction SMILES: [NH2:1][C:2]1[CH:3]=[CH:4][C:5]([F:20])=[C:6]([C@:8]2([CH3:19])[C:13]([F:15])([F:14])[C:12]([CH3:17])([CH3:16])[O:11][C:10]([NH2:18])=[N:9]2)[CH:7]=1.[CH3:21][C:22]1[N:23]=[CH:24][C:25]([C:28](O)=[O:29])=[N:26][CH:27]=1>>[NH2:18][C:10]1[O:11][C:12]([CH3:16])([CH3:17])[C:13]([F:14])([F:15])[C@:8]([C:6]2[CH:7]=[C:2]([NH:1][C:28]([C:25]3[CH:24]=[N:23][C:22]([CH3:21])=[CH:27][N:26]=3)=[O:29])[CH:3]=[CH:4][C:5]=2[F:20])([CH3:19])[N:9]=1. Reported procedure: The condensation of (R)-4-(5-amino-2-fluoro-phenyl)-5,5-difluoro-4,6,6-trimethyl-5,6-dihydro-4H-[1,3]oxazin-2-ylamine (intermediate XI-2) and 5-methyl-pyrazine-2-carboxylic acid following procedure I yielded the title compound as a white solid. MS (ISP): m/z=408.3 [M+H]+. Reactants: C(C)(C)N(C(C)C)CC (N,N-diisopropylethylamine), I.ClC=1N=CN(C1)C1=C(C=C(C=C1)NC(=N)SC)OC (Methyl 4-(4-chloro-1H-imidazol-1-yl)-3-methoxyphenylcarbamimidothioate, hydroiodide), ClCCCCC(C(=O)O)C1=CC=CC=C1 (6-chloro-2-phenylhexanoic acid), NN (hydrazine), CN1CCOCC1 (N-methylmorpholine). Product: ClCCCCC(C1=CC=CC=C1)C1=NC(=NN1)NC1=CC(=C(C=C1)N1C=NC(=C1)Cl)OC (5-(5-chloro-1-phenylpentyl)-N-(4-(4-chloro-1H-imidazol-1-yl)-3-methoxyphenyl)-1H-1,2,4-triazol-3-amine). As a reaction SMILES: I.[Cl:2][C:3]1[N:4]=[CH:5][N:6]([C:8]2[CH:13]=[CH:12][C:11]([NH:14][C:15](SC)=[NH:16])=[CH:10][C:9]=2[O:19][CH3:20])[CH:7]=1.[Cl:21][CH2:22][CH2:23][CH2:24][CH2:25][CH:26]([C:30]1[CH:35]=[CH:34][CH:33]=[CH:32][CH:31]=1)[C:27](O)=O.CN1CCOCC1.C(N(CC)C(C)C)(C)C.[NH2:52][NH2:53]>>[Cl:21][CH2:22][CH2:23][CH2:24][CH2:25][CH:26]([C:27]1[NH:53][N:52]=[C:15]([NH:14][C:11]2[CH:12]=[CH:13][C:8]([N:6]3[CH:7]=[C:3]([Cl:2])[N:4]=[CH:5]3)=[C:9]([O:19][CH3:20])[CH:10]=2)[N:16]=1)[C:30]1[CH:35]=[CH:34][CH:33]=[CH:32][CH:31]=1 |f:0.1|. Procedure details: Methyl 4-(4-chloro-1H-imidazol-1-yl)-3-methoxyphenylcarbamimidothioate, hydroiodide (0.500 g, 1.18 mmol), from preparation A) and 6-chloro-2-phenylhexanoic acid (0.294 g, 1.30 mmol, from preparation AAO) were coupled [N-methylmorpholine (0.647 mL, 5.89 mmol) was substituted for N,N-diisopropylethylamine] and then reacted with hydrazine (0.148 mL, 4.71 mmol) using a procedure analogous to Step A of Example 13. After an aqueous workup, 5-(5-chloro-1-phenylpentyl)-N-(4-(4-chloro-1H-imidazol-1-yl)-3... Reactants: C1CCOC1, CCCCN1CCC2=C(CCc3ccccc32)C1, Cl, [Li], Nc1ccccc1, N. Product: CCCCN1CCC2c3ccccc3CCC2C1. As a reaction SMILES: [CH2:22]1[O:23][CH2:24][CH2:25][CH2:26]1.[CH2:2]([CH2:3][CH2:4][CH3:5])[N:6]1[CH2:7][C:8]2=[C:13]([c:12]3[c:11]([cH:19][cH:18][cH:17][cH:16]3)[CH2:10][CH2:9]2)[CH2:14][CH2:15]1.[ClH:1].[Li:20].[NH2:27][c:28]1[cH:29][cH:30][cH:31][cH:32][cH:33]1.[NH3:21]>>[CH2:2]([CH2:3][CH2:4][CH3:5])[N:6]1[CH2:7][CH:8]2[CH2:9][CH2:10][c:11]3[c:12]([cH:16][cH:17][cH:18][cH:19]3)[CH:13]2[CH2:14][CH2:15]1.